This data is from the Open Reaction Database (ORD), a public repository of structured organic reaction records. The task is: describe an organic reaction: reactants, conditions, products, and yield Isolated yield 89.3%. Product: CC(C)[C@H]1N(C(OC1(C1=CC=CC=C1)C1=CC=CC=C1)=O)C([C@H](CCCCC)C1=CC=2C(CCC(C2C=C1)(C)C)(C)C)=O ((R)-4-(1-methylethyl)-3-[(R)-2-(5,5,8,8-tetramethyl-5,6,7,8-tetrahydronaphthalen-2-yl)-heptanoyl]-5,5-diphenyloxazolidin-2-one), starting acid. Run at temperature -30 celsius, time 2 hour. Run in C1CCOC1 (THF), C(C)N(CC)CC (triethylamine). The reactants are CC1(C=2C=CC(=CC2C(CC1)(C)C)C(C(=O)O)CCCCC)C ((RS)-2-(5,5,8,8-tetramethyl-5,6,7,8-tetrahydronaphthalen-2-yl)-heptanoic acid), [Cl-].[Li+] (lithium chloride), CC(C)[C@H]1NC(OC1(C1=CC=CC=C1)C1=CC=CC=C1)=O ((R)-4-(1-methylethyl)-5,5-diphenyloxazolidin-2-one), CC(C(=O)Cl)(C)C (trimethylacetyl chloride). RXN SMILES: [CH3:1][C:2]1([CH3:23])[CH2:11][CH2:10][C:9]([CH3:13])([CH3:12])[C:8]2[CH:7]=[C:6]([CH:14]([CH2:18][CH2:19][CH2:20][CH2:21][CH3:22])[C:15](O)=[O:16])[CH:5]=[CH:4][C:3]1=2.CC(C)(C)C(Cl)=O.[Cl-].[Li+].[CH3:33][CH:34]([C@@H:36]1[C:40]([C:47]2[CH:52]=[CH:51][CH:50]=[CH:49][CH:48]=2)([C:41]2[CH:46]=[CH:45][CH:44]=[CH:43][CH:42]=2)[O:39][C:38](=[O:53])[NH:37]1)[CH3:35]>C1COCC1.C(N(CC)CC)C>[CH3:35][CH:34]([C@@H:36]1[C:40]([C:47]2[CH:52]=[CH:51][CH:50]=[CH:49][CH:48]=2)([C:41]2[CH:46]=[CH:45][CH:44]=[CH:43][CH:42]=2)[O:39][C:38](=[O:53])[N:37]1[C:15](=[O:16])[C@@H:14]([C:6]1[CH:5]=[CH:4][C:3]2[C:2]([CH3:23])([CH3:1])[CH2:11][CH2:10][C:9]([CH3:13])([CH3:12])[C:8]=2[CH:7]=1)[CH2:18][CH2:19][CH2:20][CH2:21][CH3:22])[CH3:33] |f:2.3|. Procedure details: 2.0 g of (RS)-2-(5,5,8,8-tetramethyl-5,6,7,8-tetrahydronaphthalen-2-yl)-heptanoic acid were dissolved in 30 ml of THF and cooled to −30° C. To the cooled mixture, were added successively, 2.3 ml of triethylamine and 780 μl of trimethylacetyl chloride. The mixture was kept at −30° C. for two hours. 308 mg of lithium chloride were added followed by 978 mg of (R)-4-(1-methylethyl)-5,5-diphenyloxazolidin-2-one (Hintermann T., Seebach D., Helv. Chim. Acta, 1998, 81, 2093). The mixture was allowed to ... The reactants are CCOC(C)=O, CC(=O)OC(C)=O, O=CO, COC(=O)c1c(-c2cc(Br)c(OC)c(OC)c2)c2cc(OC)c(OC)cc2c(=O)n1-c1cccc(N)c1, O. Product: COC(=O)c1c(-c2cc(Br)c(OC)c(OC)c2)c2cc(OC)c(OC)cc2c(=O)n1-c1cccc(NC=O)c1. Reaction SMILES: [CH3:49][CH2:50][O:51][C:52](=[O:53])[CH3:54].[CH3:4][C:5]([O:6][C:7](=[O:8])[CH3:9])=[O:10].[CH:1](=[O:2])[OH:3].[NH2:11][c:12]1[cH:13][c:14](-[n:18]2[c:19](=[O:47])[c:20]3[cH:21][c:22]([O:45][CH3:46])[c:23]([O:43][CH3:44])[cH:24][c:25]3[c:26](-[c:32]3[cH:33][c:34]([Br:42])[c:35]([O:40][CH3:41])[c:36]([O:38][CH3:39])[cH:37]3)[c:27]2[C:28](=[O:29])[O:30][CH3:31])[cH:15][cH:16][cH:17]1.[OH2:48]>>[CH:1](=[O:2])[NH:11][c:12]1[cH:13][c:14](-[n:18]2[c:19](=[O:47])[c:20]3[cH:21][c:22]([O:45][CH3:46])[c:23]([O:43][CH3:44])[cH:24][c:25]3[c:26](-[c:32]3[cH:33][c:34]([Br:42])[c:35]([O:40][CH3:41])[c:36]([O:38][CH3:39])[cH:37]3)[c:27]2[C:28](=[O:29])[O:30][CH3:31])[cH:15][cH:16][cH:17]1. The reactants are CCCC[Sn](CCCC)(CCCC)c1c(I)ncn1C, CSc1ncnc2sc(I)cc12, CN(C)C=O, c1ccc(P(c2ccccc2)(c2ccccc2)[Pd](P(c2ccccc2)(c2ccccc2)c2ccccc2)(P(c2ccccc2)(c2ccccc2)c2ccccc2)P(c2ccccc2)(c2ccccc2)c2ccccc2)cc1. Yields the product CSc1ncnc2sc(-c3c(I)ncn3C)cc12. As a reaction SMILES: [CH2:13]([Sn:14]([CH2:15][CH2:16][CH2:17][CH3:25])([c:18]1[c:19]([I:24])[n:20][cH:21][n:22]1[CH3:23])[CH2:26][CH2:27][CH2:28][CH3:29])[CH2:30][CH2:31][CH3:32].[CH3:1][S:2][c:3]1[c:4]2[c:5]([n:6][cH:7][n:8]1)[s:9][c:10]([I:12])[cH:11]2.[O:33]=[CH:34][N:35]([CH3:36])[CH3:37].[cH:38]1[cH:39][cH:40][c:41]([P:42]([Pd:43]([P:44]([c:45]2[cH:46][cH:47][cH:48][cH:49][cH:50]2)([c:51]2[cH:52][cH:53][cH:54][cH:55][cH:56]2)[c:57]2[cH:58][cH:59][cH:60][cH:61][cH:62]2)([P:63]([c:64]2[cH:65][cH:66][cH:67][cH:68][cH:69]2)([c:70]2[cH:71][cH:72][cH:73][cH:74][cH:75]2)[c:76]2[cH:77][cH:78][cH:79][cH:80][cH:81]2)[P:82]([c:83]2[cH:84][cH:85][cH:86][cH:87][cH:88]2)([c:89]2[cH:90][cH:91][cH:92][cH:93][cH:94]2)[c:95]2[cH:96][cH:97][cH:98][cH:99][cH:100]2)([c:101]2[cH:102][cH:103][cH:104][cH:105][cH:106]2)[c:107]2[cH:108][cH:109][cH:110][cH:111][cH:112]2)[cH:113][cH:114]1>>[CH3:1][S:2][c:3]1[c:4]2[c:5]([n:6][cH:7][n:8]1)[s:9][c:10](-[c:18]1[c:19]([I:24])[n:20][cH:21][n:22]1[CH3:23])[cH:11]2. Reactants: O=C([O-])O, COc1ccnc(CSc2nc3cc(C)c(OCC(F)(F)F)nc3[nH]2)c1C, CO, Cc1ccccc1, O=C(OO)c1cccc(Cl)c1, [Na+]. Yields the product COc1ccnc(CS(=O)c2nc3cc(C)c(OCC(F)(F)F)nc3[nH]2)c1C. Reaction SMILES: [C:39](=[O:40])([OH:41])[O-:42].[CH3:1][O:2][c:3]1[c:4]([CH3:27])[c:5]([CH2:9][S:10][c:11]2[n:12][c:13]3[c:14]([n:15][c:16]([O:20][CH2:21][C:22]([F:23])([F:24])[F:25])[c:17]([CH3:19])[cH:18]3)[nH:26]2)[n:6][cH:7][cH:8]1.[CH3:44][OH:45].[CH3:46][c:47]1[cH:48][cH:49][cH:50][cH:51][cH:52]1.[Cl:28][c:29]1[cH:30][cH:31][cH:32][c:33]([C:34]([O:35][OH:37])=[O:36])[cH:38]1.[Na+:43]>>[CH3:1][O:2][c:3]1[c:4]([CH3:27])[c:5]([CH2:9][S:10]([c:11]2[n:12][c:13]3[c:14]([n:15][c:16]([O:20][CH2:21][C:22]([F:23])([F:24])[F:25])[c:17]([CH3:19])[cH:18]3)[nH:26]2)=[O:36])[n:6][cH:7][cH:8]1. The reactants are solid, Cl.Cl.Cl.CC=1C2=C(C(=NC1)N1CCN(CC1)CC[C@@H]1CC[C@H](CC1)N)CCO2 (trans-4-{2-[4-(7-methyl-2,3-dihydro-furo[3,2-c]pyridin-4-yl)-piperazin-1-yl]-ethyl}-cyclohexylamine trihydrochloride), Cl.Cl.Cl.CC=1C2=C(C(=NC1)N1CCN(CC1)CC[C@@H]1CC[C@H](CC1)N)CCO2 (trans-4-{2-[4-(7-methyl-2,3-dihydro-furo[3,2-c]pyridin-4-yl)-piperazin-1-yl]-ethyl}-cyclohexylamine trihydrochloride), O1CCC(CC1)C(=O)O (tetrahydropyran-4-yl-carboxylic acid). Product: CC=1C2=C(C(=NC1)N1CCN(CC1)CC[C@@H]1CC[C@H](CC1)NC(=O)C1CCOCC1)CCO2 (Tetrahydro-pyran-4-carboxylic acid trans-(4-{2-[4-(7-methyl-2,3-dihydro-furo[3,2-c]pyridin-4-yl)-piperazin-1-yl]-ethyl}-cyclohexyl)-amide). RXN SMILES: Cl.Cl.Cl.[CH3:4][C:5]1[C:6]2[O:28][CH2:27][CH2:26][C:7]=2[C:8]([N:11]2[CH2:16][CH2:15][N:14]([CH2:17][CH2:18][C@H:19]3[CH2:24][CH2:23][C@H:22]([NH2:25])[CH2:21][CH2:20]3)[CH2:13][CH2:12]2)=[N:9][CH:10]=1.[O:29]1[CH2:34][CH2:33][CH:32]([C:35](O)=[O:36])[CH2:31][CH2:30]1>>[CH3:4][C:5]1[C:6]2[O:28][CH2:27][CH2:26][C:7]=2[C:8]([N:11]2[CH2:12][CH2:13][N:14]([CH2:17][CH2:18][C@H:19]3[CH2:20][CH2:21][C@H:22]([NH:25][C:35]([CH:32]4[CH2:33][CH2:34][O:29][CH2:30][CH2:31]4)=[O:36])[CH2:23][CH2:24]3)[CH2:15][CH2:16]2)=[N:9][CH:10]=1 |f:0.1.2.3|. Procedure details: The title compound, white solid (60 mg, 88%), MS (ISP) m/z=457.5 [(M+H)+], mp 223.5° C., was prepared in accordance with the general method of example 32 from trans-4-{2-[4-(7-methyl-2,3-dihydro-furo[3,2-c]pyridin-4-yl)-piperazin-1-yl]-ethyl}-cyclohexylamine trihydrochloride (intermediate G) (68.1 mg, 0.15 mmol) and tetrahydropyran-4-yl-carboxylic acid. Starting materials: C1(=CC=CC=C1)P(C1=CC=CC=C1)C1=CC=CC=C1 (triphenylphosphine), OCCNC(OC(C)(C)C)=O (tert-butyl N-(2-hydroxyethyl)-carbamate), N(=NC(=O)OCC)C(=O)OCC (diethyl azodicarboxylate), C1=CC=CC=2C3=CC=CC=C3C(C12)COC(=O)N[C@@H](C(=O)OC)C1=CC=C(C=C1)O (methyl (2R)-{[(9H-fluoren-9-ylmethoxy)carbonyl]amino}(4-hydroxyphenyl)ethanoate). Solvent: C1CCOC1 (THF). Reaction conditions: time 8 hour. Product: C(C)(C)(C)OC(=O)NCCOC1=CC=C(C=C1)[C@H](C(=O)OC)NC(=O)OCC1C2=CC=CC=C2C=2C=CC=CC12 (methyl (2R)-(4-{2-[(tert-butoxycarbonyl)amino]ethoxy}phenyl){[(9H-fluoren-9-ylmethoxy)carbonyl]amino}ethanoate). Yield: 59.4%. RXN SMILES: C1(P(C2C=CC=CC=2)C2C=CC=CC=2)C=CC=CC=1.[OH:20][CH2:21][CH2:22][NH:23][C:24](=[O:30])[O:25][C:26]([CH3:29])([CH3:28])[CH3:27].[CH:31]1[C:43]2[CH:42]([CH2:44][O:45][C:46]([NH:48][C@H:49]([C:54]3[CH:59]=[CH:58][C:57](O)=[CH:56][CH:55]=3)[C:50]([O:52][CH3:53])=[O:51])=[O:47])[C:41]3[C:36](=[CH:37][CH:38]=[CH:39][CH:40]=3)[C:35]=2[CH:34]=[CH:33][CH:32]=1.N(C(OCC)=O)=NC(OCC)=O>C1COCC1>[C:26]([O:25][C:24]([NH:23][CH2:22][CH2:21][O:20][C:57]1[CH:58]=[CH:59][C:54]([C@@H:49]([NH:48][C:46]([O:45][CH2:44][CH:42]2[C:43]3[CH:31]=[CH:32][CH:33]=[CH:34][C:35]=3[C:36]3[C:41]2=[CH:40][CH:39]=[CH:38][CH:37]=3)=[O:47])[C:50]([O:52][CH3:53])=[O:51])=[CH:55][CH:56]=1)=[O:30])([CH3:27])([CH3:29])[CH3:28]. Procedure: To a solution of 0.465 g (1.77 mmol) of triphenylphosphine in 10 mL of THF was added 0.286 g (1.77 mmol) of tert-butyl N-(2-hydroxyethyl)-carbamate followed by 0.476 g (1.18 mmol) of methyl (2R)-{[(9H-fluoren-9-ylmethoxy)carbonyl]amino}(4-hydroxyphenyl)ethanoate and 0.279 mL (1.77 mmol) of diethyl azodicarboxylate. The reaction was stirred overnight at room temperature and then concentrated in vacuo. The residue was chromatographed on silica gel eluting with ethyl acetate/hexanes (1:3) to give 0...